The task is: describe an organic reaction: reactants, conditions, products, and yield. This data is from the Open Reaction Database (ORD), a public repository of structured organic reaction records. Reactants: S(O)(O)(=O)=O (sulfuric acid), [N+](=O)(O)[O-] (nitric acid), FC1=CC=C(C=C1)F (1,4-difluorobenzene). Conditions: time 30 minute. The product is FC1=C(C=C(C=C1)F)[N+](=O)[O-] (1,4-difluoro-2-nitrobenzene). RXN SMILES: S(=O)(=O)(O)O.[F:6][C:7]1[CH:12]=[CH:11][C:10]([F:13])=[CH:9][CH:8]=1.[N+:14]([O-])([OH:16])=[O:15]>>[F:6][C:7]1[CH:12]=[CH:11][C:10]([F:13])=[CH:9][C:8]=1[N+:14]([O-:16])=[O:15]. Reported procedure: To a cooled solution (0°-5° C./-15° C. with CO2 /acetone/water) of conc. sulfuric acid (600 ml) and 90% nitric acid (330 ml) in a three-necked flask equipped with a mechanical stirrer and thermometer was added 1,4-difluorobenzene dropwise (300 g., 2.63 moles) over 2.5 hours. After an additional 30 min. stirring, the mixture was carefully poured into ice and extracted with ethyl ether (3×600 ml). The organic layers were washed with brine, water, 5% sodium bicarbonate solution, dried over (Na2SO4)... Reactants: C(=CC1=CC=CC=C1)[C@@]1(C[C@@H](O[C@@H]1CO)N1C(=O)NC(=O)C(C)=C1)O (3'-C-styrylthymidine), ON1C(C=2C(C1=O)=CC=CC2)=O (N-hydroxyphthalimide). Yields the product C1(C=2C(C(N1C([C@@H]1[C@](C[C@@H](O1)N1C(=O)NC(=O)C(C)=C1)(O)C=CC1=CC=CC=C1)O)=O)=CC=CC2)=O (5'-C-phtalimido-3'-C-styrylthymidine). Yield: 97.0%. Reaction SMILES: [CH:1]([C@@:9]1([OH:25])[C@@H:13]([CH2:14][OH:15])[O:12][C@@H:11]([N:16]2[CH:24]=[C:22]([CH3:23])[C:20](=[O:21])[NH:19][C:17]2=[O:18])[CH2:10]1)=[CH:2][C:3]1[CH:8]=[CH:7][CH:6]=[CH:5][CH:4]=1.O[N:27]1[C:31](=[O:32])[C:30]2=[CH:33][CH:34]=[CH:35][CH:36]=[C:29]2[C:28]1=[O:37]>>[C:31]1(=[O:32])[N:27]([CH:14]([OH:15])[C@H:13]2[O:12][C@@H:11]([N:16]3[CH:24]=[C:22]([CH3:23])[C:20](=[O:21])[NH:19][C:17]3=[O:18])[CH2:10][C@:9]2([CH:1]=[CH:2][C:3]2[CH:4]=[CH:5][CH:6]=[CH:7][CH:8]=2)[OH:25])[C:28](=[O:37])[C:29]2=[CH:36][CH:35]=[CH:34][CH:33]=[C:30]12. Procedure: Mitsunobu reaction of 3'-C-styrylthymidine with N-hydroxyphthalimide gave 97% yield of 5'-C-phtalimido-3'-C-styrylthymidine as a white solid. Anal.: C26H23N3O6Calcd.: C% 65.95; H% 4.89; N% 8.87; Found: C% 65.69; H% 5.11; N% 8.59. Reactants: CS(=O)C1=CC=C(C=C1)F (4-fluorophenyl methyl sulfoxide), ClC=1C=C(C=CC1Cl)O (3,4-dichlorophenol), C(=O)([O-])[O-].[K+].[K+] (K2CO3), S1(=O)(=O)CCCC1 (sulfolane), [OH-].[Na+] (NaOH). Run in O (water). Conditions: temperature 170 celsius. Product: ClC1=C(C=C(C=C1)OC1=CC=C(C=C1)S(=O)C)Cl (1,2-Dichloro-4-(4-(methylsulfinyl)phenoxy)benzene). The yield is 79.7%. RXN SMILES: [CH3:1][S:2]([C:4]1[CH:9]=[CH:8][C:7](F)=[CH:6][CH:5]=1)=[O:3].[Cl:11][C:12]1[CH:13]=[C:14]([OH:19])[CH:15]=[CH:16][C:17]=1[Cl:18].C([O-])([O-])=O.[K+].[K+].S1(CCCC1)(=O)=O.[OH-].[Na+]>O>[Cl:18][C:17]1[CH:16]=[CH:15][C:14]([O:19][C:7]2[CH:8]=[CH:9][C:4]([S:2]([CH3:1])=[O:3])=[CH:5][CH:6]=2)=[CH:13][C:12]=1[Cl:11] |f:2.3.4,6.7|. Procedure details: A mixture of 16.14 g (0.102 mole) of 4-fluorophenyl methyl sulfoxide, 33.18 g (0.204 mole) of 3,4-dichlorophenol, 28.15 g (0.204 mole) of anhydrous K2CO3 and 150 ml of sulfolane was heated at 170° C. for 4 hrs and cooled. The reaction mixture was poured into a solution of 20% aqueous NaOH and 500 ml of water. The homogeneous solution was extracted with diethyl ether. The organic layer was washed with water, dried (Na2SO4) and solvent removed in vacuo leaving 24.5 g (79.8% yield) of product. Recr... Starting materials: FC(C(=O)NCCCCCCO)(F)F (6-trifluroacetamido-1-hexanol), [Cr](=O)(=O)([O-])O[Cr](=O)(=O)[O-].[NH+]1=CC=CC=C1.[NH+]1=CC=CC=C1 (pyridinium dichromate), C(C)(=O)OCC (ethyl acetate). Run in C(Cl)Cl (methylene chloride). Conditions: temperature 23 celsius, time 3 hour. Product: FC(C(=O)NCCCCCC=O)(F)F (6-trifluroacetamido-1-hexanal). Yield: 69.4%. As a reaction SMILES: [F:1][C:2]([F:14])([F:13])[C:3]([NH:5][CH2:6][CH2:7][CH2:8][CH2:9][CH2:10][CH2:11][OH:12])=[O:4].[Cr](O[Cr]([O-])(=O)=O)([O-])(=O)=O.[NH+]1C=CC=CC=1.[NH+]1C=CC=CC=1.C(OCC)(=O)C>C(Cl)Cl>[F:1][C:2]([F:13])([F:14])[C:3]([NH:5][CH2:6][CH2:7][CH2:8][CH2:9][CH2:10][CH:11]=[O:12])=[O:4] |f:1.2.3|. Procedure details: To 2.1 gm (10.1 mmole) of the 6-trifluroacetamido-1-hexanol in 40 ml of methylene chloride was added 3 gm (10.64 mmole) of pyridinium dichromate and 4.4 gm of 3 Angstrom molecular sieves, and the reaction was allowed to proceed with stirring for 3 hours at 23° C. After addition of 250 ml of ethyl acetate, the reaction mixture was filtered through a small bed of silica gel 60 and concentrated in vacuo. Flash chromatography using 50% (v/v) ethyl acetate in hexane afforded 1.48 gms (70%) of 6-trifl... Product: COCC1OC(n2cnc3c(NCC(c4ccccc4)c4ccccc4)nc(CNC4CCN(c5ccccn5)CC4)nc32)C(O)C1O. As a reaction SMILES: [C:41]([O:42][BH-:43]([O:44][C:45](=[O:46])[CH3:47])[O:48][C:49](=[O:50])[CH3:51])(=[O:52])[CH3:53].[CH3:37][C:38](=[O:39])[OH:40].[NH2:1][CH2:2][c:3]1[n:4][c:5]([NH:22][CH2:23][CH:24]([c:25]2[cH:26][cH:27][cH:28][cH:29][cH:30]2)[c:31]2[cH:32][cH:33][cH:34][cH:35][cH:36]2)[c:6]2[n:7][cH:8][n:9]([CH:12]3[O:13][CH:14]([CH2:19][O:20][CH3:21])[CH:15]([OH:18])[CH:16]3[OH:17])[c:10]2[n:11]1.[Na+:54].[n:55]1[c:56]([N:61]2[CH2:62][CH2:63][C:64](=[O:67])[CH2:65][CH2:66]2)[cH:57][cH:58][cH:59][cH:60]1>>[NH:1]([CH2:2][c:3]1[n:4][c:5]([NH:22][CH2:23][CH:24]([c:25]2[cH:26][cH:27][cH:28][cH:29][cH:30]2)[c:31]2[cH:32][cH:33][cH:34][cH:35][cH:36]2)[c:6]2[n:7][cH:8][n:9]([CH:12]3[O:13][CH:14]([CH2:19][O:20][CH3:21])[CH:15]([OH:18])[CH:16]3[OH:17])[c:10]2[n:11]1)[CH:64]1[CH2:63][CH2:62][N:61]([c:56]2[n:55][cH:60][cH:59][cH:58][cH:57]2)[CH2:66][CH2:65]1. The reactants are CC(=O)O[BH-](OC(C)=O)OC(C)=O, CC(=O)O, COCC1OC(n2cnc3c(NCC(c4ccccc4)c4ccccc4)nc(CN)nc32)C(O)C1O, [Na+], O=C1CCN(c2ccccn2)CC1. Conditions: time 30 minute. Reactants: NC=1C(=NC=CC1)C(=O)O (3-Aminopicolinic acid), [N+](=[N-])=C (diazomethane). Procedure details: 3-Aminopicolinic acid (115) (0.585 g, 4.24 mmol) was dissolved in MeOH (absolute, 45 mL). The solution was stirred while an ethereal solution of diazomethane was added until a yellow color persisted (~30 mL). The solution was stirred an additional 30 min, and the solvent rota-evaporated. The resulting residue was dried under reduced pressure at room temperature to yield 0.635 g (98.5%) of crude 116 as a yellow residue. The crude residue was chromatographed on a column of silica (12 g, Mallinckro... Isolated yield 51.7%. Yields the product NC=1C(=NC=CC1)C(=O)OC (Methyl 3-aminopicolinate). Solvent: CO (MeOH). RXN SMILES: [NH2:1][C:2]1[C:3]([C:8]([OH:10])=[O:9])=[N:4][CH:5]=[CH:6][CH:7]=1.[N+](=[CH2:13])=[N-]>CO>[NH2:1][C:2]1[C:3]([C:8]([O:10][CH3:13])=[O:9])=[N:4][CH:5]=[CH:6][CH:7]=1.